From a dataset of the Open Reaction Database (ORD), a public repository of structured organic reaction records. describe an organic reaction: reactants, conditions, products, and yield The reactants are COC=1C=C2CCC3=C(N=C(S3)N)C2=CC1OC (7,8-dimethoxy-4,5-dihydronaphtho[1,2-d][1,3]thiazol-2-amine), ClC1=C(C(=CC(=C1)Cl)Cl)S(=O)(=O)Cl (2,4,6-trichlorobenzenesulfonyl chloride). Yields the product ClC1=C(C(=CC(=C1)Cl)Cl)S(=O)(=O)NC=1SC2=C(N1)C1=CC(=C(C=C1CC2)OC)OC (2,4,6-Trichloro-N-(7,8-dimethoxy-4,5-dihydronaphtho[1,2-d][1,3]thiazol-2-yl)benzenesulfonamide), powder. Reaction SMILES: [CH3:1][O:2][C:3]1[CH:4]=[C:5]2[C:14](=[CH:15][C:16]=1[O:17][CH3:18])[C:9]1[N:10]=[C:11]([NH2:13])[S:12][C:8]=1[CH2:7][CH2:6]2.[Cl:19][C:20]1[CH:25]=[C:24]([Cl:26])[CH:23]=[C:22]([Cl:27])[C:21]=1[S:28](Cl)(=[O:30])=[O:29]>>[Cl:19][C:20]1[CH:25]=[C:24]([Cl:26])[CH:23]=[C:22]([Cl:27])[C:21]=1[S:28]([NH:13][C:11]1[S:12][C:8]2[CH2:7][CH2:6][C:5]3[C:14](=[CH:15][C:16]([O:17][CH3:18])=[C:3]([O:2][CH3:1])[CH:4]=3)[C:9]=2[N:10]=1)(=[O:30])=[O:29]. Procedure details: The title compound was prepared from 7,8-dimethoxy-4,5-dihydronaphtho[1,2-d][1,3]thiazol-2-amine (100 mg, synthesized according to METHOD I from 6,7-dimethoxytetralone) and 2,4,6-trichlorobenzenesulfonyl chloride (213 mg) as described in the synthetic METHOD A to give a yellow powder (6.5 mg) with a purity of 86%: MS-ES (neg) m/z 505.1 The reactants are C(C1=CC=CC=C1)N1C[C@H]([C@H](C1)C1(CC1)NC(=O)OC(C)(C)C)CO (Cis-1-benzyl-4-(1-tert-butoxycarbonylaminocyclopropyl)-3-hydroxymethylpyrrolidine). Reagents/catalysts: [C].[Pd] (palladium-carbon). Solvent: CO (methanol). Run at time 1 day. The product is C(C)(C)(C)OC(=O)NC1(CC1)[C@@H]1[C@@H](CNC1)CO (Cis-4-(1-tert-butoxycarbonylaminocyclopropyl)-3-hydroxymethylpyrrolidine). The yield is 95.0%. As a reaction SMILES: C([N:8]1[CH2:12][C@H:11]([C:13]2([NH:16][C:17]([O:19][C:20]([CH3:23])([CH3:22])[CH3:21])=[O:18])[CH2:15][CH2:14]2)[C@H:10]([CH2:24][OH:25])[CH2:9]1)C1C=CC=CC=1>CO.[C].[Pd]>[C:20]([O:19][C:17]([NH:16][C:13]1([C@H:11]2[CH2:12][NH:8][CH2:9][C@H:10]2[CH2:24][OH:25])[CH2:14][CH2:15]1)=[O:18])([CH3:23])([CH3:22])[CH3:21] |f:2.3|. Reported procedure: Cis-1-benzyl-4-(1-tert-butoxycarbonylaminocyclopropyl)-3-hydroxymethylpyrrolidine (820.1 mg, 2.376 mmol) was dissolved in methanol (50 ml), and the solution was mixed with a 5% palladium-carbon catalyst (water content, 55.6%; 750 mg) and stirred for one day under a hydrogen pressure of 4.5 kg/cm2. After removing the catalyst by celite filtration (methanol washing), the resulting filtrate was concentrated under reduced pressure to obtain 578.8 mg (91%) of the title compound as a white amorphous s...